describe an organic reaction: reactants, conditions, products, and yield From a dataset of the Open Reaction Database (ORD), a public repository of structured organic reaction records. The reactants are CCO, COC(=O)c1ccc(C(F)(F)F)nc1C(F)(F)F, [K+], [OH-], O. Yields the product O=C(O)c1ccc(C(F)(F)F)nc1C(F)(F)F. RXN SMILES: [CH3:22][CH2:23][OH:24].[F:1][C:2]([c:3]1[n:4][c:5]([C:13]([F:14])([F:15])[F:16])[cH:6][cH:7][c:8]1[C:9](=[O:10])[O:11][CH3:12])([F:17])[F:18].[K+:20].[OH-:19].[OH2:21]>>[F:1][C:2]([c:3]1[n:4][c:5]([C:13]([F:14])([F:15])[F:16])[cH:6][cH:7][c:8]1[C:9](=[O:10])[OH:11])([F:17])[F:18]. The reactants are CCO, Clc1ccc2nccn2n1, [H-], [Na+], OCCS. The product is OCCSc1ccc2nccn2n1. As a reaction SMILES: [CH3:17][CH2:18][OH:19].[Cl:7][c:8]1[cH:9][cH:10][c:11]2[n:12]([n:13]1)[cH:14][cH:15][n:16]2.[H-:5].[Na+:6].[OH:1][CH2:2][CH2:3][SH:4]>>[OH:1][CH2:2][CH2:3][S:4][c:8]1[cH:9][cH:10][c:11]2[n:12]([n:13]1)[cH:14][cH:15][n:16]2.